This data is from the Open Reaction Database (ORD), a public repository of structured organic reaction records. The task is: describe an organic reaction: reactants, conditions, products, and yield Starting materials: BrC(C(=O)OCC)(C)C (ethyl 2-bromo-2-methylpropionate), ClC1=NC(=CC2=CC=C(C=C12)Cl)N(C)C1=CC=C(C=C1)O (4-[N-(1,7-dichloroisoquinolin-3-yl)-N-methylamino]phenol), C([O-])([O-])=O.[K+].[K+] (potassium carbonate). Run in ClCCl (dichloromethane). Reaction conditions: temperature 100 celsius. Product: CC(C(=O)OCC)(C)OC1=CC=C(C=C1)N(C)C=1N=C(C2=CC(=CC=C2C1)Cl)Cl (ethyl 2-methyl-2-{4-[N-(1,7-dichloroisoquinolin-3-yl)-N-methylamino]-phenoxy}propionate). Isolated yield 54.7%. RXN SMILES: Br[C:2]([CH3:9])([CH3:8])[C:3]([O:5][CH2:6][CH3:7])=[O:4].[Cl:10][C:11]1[C:20]2[C:15](=[CH:16][CH:17]=[C:18]([Cl:21])[CH:19]=2)[CH:14]=[C:13]([N:22]([C:24]2[CH:29]=[CH:28][C:27]([OH:30])=[CH:26][CH:25]=2)[CH3:23])[N:12]=1.C(=O)([O-])[O-].[K+].[K+]>ClCCl>[CH3:8][C:2]([O:30][C:27]1[CH:26]=[CH:25][C:24]([N:22]([C:13]2[N:12]=[C:11]([Cl:10])[C:20]3[C:15]([CH:14]=2)=[CH:16][CH:17]=[C:18]([Cl:21])[CH:19]=3)[CH3:23])=[CH:29][CH:28]=1)([CH3:9])[C:3]([O:5][CH2:6][CH3:7])=[O:4] |f:2.3.4|. Procedure details: A mixture of ethyl 2-bromo-2-methylpropionate (0.54 g), 4-[N-(1,7-dichloroisoquinolin-3-yl)-N-methylamino]phenol (0.74 g), potassium carbonate (0.38 g) dimethylformamide was heated at 100° C. for 28 hrs. The mixture was cooled, diluted with dichloromethane, washed with water and then dried over anhydrous magnesium sulfate. The solvent was evaporated to give an oil, which was purified by column chromatography over silica gel (eluent dichloromethane) to give ethyl 2-methyl-2-{4-[N-(1,7-dichloroiso... Reaction SMILES: C(OC(=O)C(=C[NH:12][C:13]1[CH:18]=[CH:17][CH:16]=[C:15]([CH3:19])[N:14]=1)C(OCC)=O)C.Cl.NO.[OH-].[Na+].[CH2:26](Cl)Cl>CCO.O>[CH2:19]([C:15]1[N:14]=[C:13]([NH2:12])[CH:18]=[CH:17][CH:16]=1)[CH3:26] |f:1.2,3.4|. Reported procedure: The product from Example 1a (4.93 g, 0.025 mol) was dissolved in a mixture of EtOH (80 mL) and water (30 mL). To this was added hydroxylamine hydrochloride (8.6 g, 0.123 mol) and the resulting mixture heated to 100° C. for 8 h. The reaction mixture was poured into dilute sodium hydroxide solution and the crude product isolated by extraction with CH2Cl2 and dried over MgSO4 filtered and concentrated under vacuum giving the title compound. The material was used as isolated. Conditions: temperature 100 celsius. The reactants are C(C)OC(C(C(=O)OCC)=CNC1=NC(=CC=C1)C)=O (2-[(6-Methyl-pyridin-2-ylamino)-methylene]-malonic acid diethyl ester), C(Cl)Cl (CH2Cl2), Cl.NO (hydroxylamine hydrochloride), [OH-].[Na+] (sodium hydroxide). The solvent is CCO (EtOH), O (water). The product is C(C)C1=CC=CC(=N1)N (6-Ethyl-pyridin-2-ylamine). Starting materials: CC1S[C@H]2N(C(=C1)C(=O)O)C(C2NC(C(NC(=O)OC(C)(C)C)C2=CC=C(C=C2)S(=O)C)=O)=O (2-methyl-7-[N-(tert.-butoxycarbonyl)-2-(4-methylsulfinylphenyl)glycyl]amino-3-cephem-4-carboxylic acid). The solvent is C(=O)O (formic acid). Yields the product CC1S[C@H]2N(C(=C1)C(=O)O)C(C2NC(C(N)C2=CC=C(C=C2)S(=O)C)=O)=O (2-methyl-7-[2-(4-methylsulfinylphenyl)glycyl]amino-3-cephem-4-carboxylic acid). The yield is 64.4%. Reaction SMILES: [CH3:1][CH:2]1[CH:7]=[C:6]([C:8]([OH:10])=[O:9])[N:5]2[C:11](=[O:34])[CH:12]([NH:13][C:14](=[O:33])[CH:15]([C:24]3[CH:29]=[CH:28][C:27]([S:30]([CH3:32])=[O:31])=[CH:26][CH:25]=3)[NH:16]C(OC(C)(C)C)=O)[C@H:4]2[S:3]1>C(O)=O>[CH3:1][CH:2]1[CH:7]=[C:6]([C:8]([OH:10])=[O:9])[N:5]2[C:11](=[O:34])[CH:12]([NH:13][C:14](=[O:33])[CH:15]([C:24]3[CH:29]=[CH:28][C:27]([S:30]([CH3:32])=[O:31])=[CH:26][CH:25]=3)[NH2:16])[C@H:4]2[S:3]1. Procedure: A solution of 2-methyl-7-[N-(tert.-butoxycarbonyl)-2-(4-methylsulfinylphenyl)glycyl]amino-3-cephem-4-carboxylic acid (2.9 g) in formic acid (7.5 ml) was stirred for 1 hour at room temperature under anhydrous condition. After the reaction was completed, the solvent was removed under reduced pressure from the reaction mixture, and the residue was dissolved in a small amount of water, after which acetonitrile was added to the solution, and the precipitated crystals were collected by filtration. The... Reactants: C(C)(C)(C)OC(=O)N1C(C=C(C2=CC(=CC=C12)C1=C(C=CC=C1)OC)C(C)O)(C)C.C1(CCCCC1)CCOC(C)C1=CC(NC2=CC=C(C=C12)C1=C(C=CC=C1)OC)(C)C (4-[1-(2-Cyclohexylethoxy)ethyl]-6-(2-methoxyphenyl)-2,2-dimethyl-1,2-dihydroquinoline 4-(1-Hydroxyethyl)-6-(2-methoxyphenyl)-2,2-dimethyl-2H-quinoline-1-carboxylic acid tert-butyl ester), solution, C[Si](C)(C)[N-][Si](C)(C)C.[Na+] (sodium bis(trimethylsilyl)amide), C1(CCCCC1)CCBr (2-cyclohexylethyl bromide). Run in C1CCOC1 (THF). Yields the product C(\C=C\C)OC(C)C1=CC(NC2=CC=C(C=C12)C1=C(C=CC=C1)OC)(C)C (4-{1-[((E)-but-2-enyl)oxy]ethyl}-6-(2-methoxyphenyl)-2,2-dimethyl-2H-quinoline). Isolated yield 101.0%. As a reaction SMILES: C(OC(N1C2C(=CC(C3C=CC=CC=3OC)=CC=2)C(C(O)C)=CC1(C)C)=O)(C)(C)C.[CH:31]1([CH2:37][CH2:38][O:39][CH:40]([C:42]2[C:51]3[C:46](=[CH:47][CH:48]=[C:49]([C:52]4[CH:57]=[CH:56][CH:55]=[CH:54][C:53]=4[O:58][CH3:59])[CH:50]=3)[NH:45][C:44]([CH3:61])([CH3:60])[CH:43]=2)[CH3:41])CCCC[CH2:32]1.C[Si]([N-][Si](C)(C)C)(C)C.[Na+].C1(CCBr)CCCCC1>C1COCC1>[CH2:38]([O:39][CH:40]([C:42]1[C:51]2[C:46](=[CH:47][CH:48]=[C:49]([C:52]3[CH:57]=[CH:56][CH:55]=[CH:54][C:53]=3[O:58][CH3:59])[CH:50]=2)[NH:45][C:44]([CH3:61])([CH3:60])[CH:43]=1)[CH3:41])/[CH:37]=[CH:31]/[CH3:32] |f:0.1,2.3|. Procedure: 4-[1-(2-Cyclohexylethoxy)ethyl]-6-(2-methoxyphenyl)-2,2-dimethyl-1,2-dihydroquinoline 4-(1-Hydroxyethyl)-6-(2-methoxyphenyl)-2,2-dimethyl-2H-quinoline-1-carboxylic acid tert-butyl ester (70 mg) was treated with 255 μL of 1 M solution of sodium bis(trimethylsilyl)amide in THF and 49 mg of 2-cyclohexylethyl bromide to give the alkylated product, which was deprotected to yield 31 mg of title compound as an oil. Starting materials: BrC1=CC=C(C=C1)C1=C(C=C(N=N1)Cl)C (6-(p-bromophenyl)-5-methyl-3-chloropyridazine), C(NN)(=O)OCC (ethyl carbazate). Run in C(CCC)O (n-butyl alcohol). Yields the product BrC1=CC=C(C=C1)C1=C(C=C(N=N1)NNC(=O)OCC)C (Ethyl 3-[6-(p-bromophenyl)-5-methyl-3-pyridazinyl]carbazate). Reaction SMILES: [Br:1][C:2]1[CH:7]=[CH:6][C:5]([C:8]2[N:13]=[N:12][C:11](Cl)=[CH:10][C:9]=2[CH3:15])=[CH:4][CH:3]=1.[C:16]([O:20][CH2:21][CH3:22])(=[O:19])[NH:17][NH2:18]>C(O)CCC>[Br:1][C:2]1[CH:7]=[CH:6][C:5]([C:8]2[N:13]=[N:12][C:11]([NH:18][NH:17][C:16]([O:20][CH2:21][CH3:22])=[O:19])=[CH:10][C:9]=2[CH3:15])=[CH:4][CH:3]=1. Procedure: A mixture of 8.49 g. of 6-(p-bromophenyl)-5-methyl-3-chloropyridazine and 6.25 g. of ethyl carbazate in 100 ml. of n-butyl alcohol is prepared. This solution is stirred and heated at reflux temperature for 4 hours. The reaction mixture is cooled to room temperature and the solvent removed on a rotating evaporator. Water is added to the residue and the resulting solid filtered, washed with water, ether and dried. The product is recrystallized from ethanol to yield the product, m.p. 178°-179° C.